From a dataset of the Open Reaction Database (ORD), a public repository of structured organic reaction records. describe an organic reaction: reactants, conditions, products, and yield The reactants are C=CCN, COc1cccc(OC2CN(C(=O)Cl)C2)c1, C1CCOC1, O. Product: C=CCNC(=O)N1CC(Oc2cccc(OC)c2)C1. Reaction SMILES: [CH2:17]([CH:18]=[CH2:19])[NH2:20].[CH3:1][O:2][c:3]1[cH:4][c:5]([O:6][CH:7]2[CH2:8][N:9]([C:11](=[O:12])[Cl:13])[CH2:10]2)[cH:14][cH:15][cH:16]1.[O:21]1[CH2:22][CH2:23][CH2:24][CH2:25]1.[OH2:26]>>[CH3:1][O:2][c:3]1[cH:4][c:5]([O:6][CH:7]2[CH2:8][N:9]([C:11](=[O:12])[NH:20][CH2:17][CH:18]=[CH2:19])[CH2:10]2)[cH:14][cH:15][cH:16]1. The reactants are COC(=O)OC1CC2=CC=C3C4CCC(C(C)COS(=O)(=O)c5ccc(C)cc5)C4(C)CCC3C2(C)C(OC(=O)OC)C1, CC(C)=O, [I-], [Na+]. Product: COC(=O)OC1CC2=CC=C3C4CCC(C(C)CI)C4(C)CCC3C2(C)C(OC(=O)OC)C1. Reaction SMILES: [CH3:1][CH:2]([CH2:3][O:4][S:5]([c:6]1[cH:7][cH:8][c:9]([CH3:10])[cH:11][cH:12]1)(=[O:13])=[O:14])[CH:15]1[CH2:16][CH2:17][CH:18]2[C:19]3=[CH:20][CH:21]=[C:22]4[CH2:23][CH:24]([O:39][C:40](=[O:41])[O:42][CH3:43])[CH2:25][CH:26]([O:34][C:35](=[O:36])[O:37][CH3:38])[C:27]4([CH3:28])[CH:29]3[CH2:30][CH2:31][C:32]12[CH3:33].[CH3:46][C:47](=[O:48])[CH3:49].[I-:45].[Na+:44]>>[CH3:1][CH:2]([CH2:3][I:45])[CH:15]1[CH2:16][CH2:17][CH:18]2[C:19]3=[CH:20][CH:21]=[C:22]4[CH2:23][CH:24]([O:39][C:40](=[O:41])[O:42][CH3:43])[CH2:25][CH:26]([O:34][C:35](=[O:36])[O:37][CH3:38])[C:27]4([CH3:28])[CH:29]3[CH2:30][CH2:31][C:32]12[CH3:33].